Dataset: the Open Reaction Database (ORD), a public repository of structured organic reaction records. Task: describe an organic reaction: reactants, conditions, products, and yield The reactants are C(C)(=O)C=1C=C(C(=O)O)C=CC1O (3-acetyl-4-hydroxybenzoic acid), O.C1(=CC=C(C=C1)S(=O)(=O)O)C (p-toluenesulfonic acid monohydrate), [N+](=O)([O-])C1=CC=C(OCC(C)=O)C=C1 (4-nitrophenoxyacetone), N1CCCC1 (pyrrolidine). The solvent is C1=CC=CC=C1 (benzene). Product: CC1(OC2=CC=C(C=C2C(C1)=O)C(=O)O)COC1=CC=C(C=C1)[N+](=O)[O-] (2-Methyl-2-(4-nitrophenoxymethyl)-4-oxochroman-6-carboxylic acid). Isolated yield 88.7%. RXN SMILES: [C:1]([C:4]1[CH:5]=[C:6]([CH:10]=[CH:11][C:12]=1[OH:13])[C:7]([OH:9])=[O:8])(=[O:3])[CH3:2].[N+:14]([C:17]1[CH:27]=[CH:26][C:20]([O:21][CH2:22][C:23](=O)[CH3:24])=[CH:19][CH:18]=1)([O-:16])=[O:15].N1CCCC1.O.C1(C)C=CC(S(O)(=O)=O)=CC=1>C1C=CC=CC=1>[CH3:24][C:23]1([CH2:22][O:21][C:20]2[CH:26]=[CH:27][C:17]([N+:14]([O-:16])=[O:15])=[CH:18][CH:19]=2)[CH2:2][C:1](=[O:3])[C:4]2[C:12](=[CH:11][CH:10]=[C:6]([C:7]([OH:9])=[O:8])[CH:5]=2)[O:13]1 |f:3.4|. Procedure details: A procedure similar to that described in Preparation 1 was repeated, except that 10 g of 3-acetyl-4-hydroxybenzoic acid, 13 g of 4-nitrophenoxyacetone, 7.9 g of pyrrolidine, 2.6 g of p-toluenesulfonic acid monohydrate and 150 ml of benzene were reacted, to afford 17.6 g of the title compound as pale brown crystals, melting at 227°-235° C. The reactants are N=C(c1ccccc1)c1ccccc1, O=C([O-])[O-], C1CCOC1, O=C(OCc1ccccc1)N1CC2CCC(C1)C2c1cccc(OS(=O)(=O)C(F)(F)F)c1, Cl, [Cs+], [Cs+], [Na+], O=C([O-])O, CC(=O)[O-], CC(=O)[O-], [Pd+2], c1ccc(P(c2ccccc2)c2ccc3ccccc3c2-c2c(P(c3ccccc3)c3ccccc3)ccc3ccccc23)cc1. Yields the product Nc1cccc(C2C3CCC2CN(C(=O)OCc2ccccc2)C3)c1. Reaction SMILES: [C:33]([c:34]1[cH:35][cH:36][cH:37][cH:38][cH:39]1)([c:40]1[cH:41][cH:42][cH:43][cH:44][cH:45]1)=[NH:46].[C:47](=[O:48])([O-:49])[O-:50].[CH2:105]1[O:106][CH2:107][CH2:108][CH2:109]1.[CH2:1]([c:2]1[cH:3][cH:4][cH:5][cH:6][cH:7]1)[O:8][C:9](=[O:10])[N:11]1[CH2:12][CH:13]2[CH2:14][CH2:15][CH:16]([CH2:17]1)[CH:18]2[c:19]1[cH:20][c:21]([O:25][S:26]([C:27]([F:28])([F:29])[F:30])(=[O:31])=[O:32])[cH:22][cH:23][cH:24]1.[ClH:99].[Cs+:51].[Cs+:52].[Na+:104].[O-:100][C:101]([OH:102])=[O:103].[O-:111][C:112]([CH3:113])=[O:114].[O-:115][C:116]([CH3:117])=[O:118].[Pd+2:110].[cH:53]1[cH:54][cH:55][c:56]([P:57]([c:58]2[cH:59][cH:60][c:61]3[c:62]([cH:63][cH:64][cH:65][cH:66]3)[c:67]2-[c:68]2[c:69]3[c:70]([cH:71][cH:72][cH:73][cH:74]3)[cH:75][cH:76][c:77]2[P:78]([c:79]2[cH:80][cH:81][cH:82][cH:83][cH:84]2)[c:85]2[cH:86][cH:87][cH:88][cH:89][cH:90]2)[c:91]2[cH:92][cH:93][cH:94][cH:95][cH:96]2)[cH:97][cH:98]1>>[CH2:1]([c:2]1[cH:3][cH:4][cH:5][cH:6][cH:7]1)[O:8][C:9](=[O:10])[N:11]1[CH2:12][CH:13]2[CH2:14][CH2:15][CH:16]([CH2:17]1)[CH:18]2[c:19]1[cH:20][c:21]([NH2:46])[cH:22][cH:23][cH:24]1. Reactants: CC1(CCC=2C(=NN(C2C1)COCC[Si](C)(C)C)C=1N(C2=CC(=CC=C2C1)N(C(C)=O)C)COCC[Si](C)(C)C)C (N-(2-{6,6-dimethyl-1-[2-(trimethylsilyl)ethoxymethyl]-4,5,6,7-tetrahydro-1H-indazol-3-yl}-1-[2-(trimethylsilyl)ethoxymethyl]-1H-indol-6-yl)-N-methylacetamide), [F-].C(CCC)[N+](CCCC)(CCCC)CCCC (tetrabutylammonium fluoride). Solvent: CN(C=O)C (N,N-dimethylformamide). Conditions: temperature 90 celsius. Product: CC1(CCC=2C(=NNC2C1)C=1NC2=CC(=CC=C2C1)N(C(C)=O)C)C (N-[2-(6,6-dimethyl-4,5,6,7-tetrahydro-1H-indazol-3-yl)-1H-indol-6-yl]-N-methylacetamide). Yield: 42.0%. As a reaction SMILES: [CH3:1][C:2]1([CH3:41])[CH2:10][C:9]2[N:8](COCC[Si](C)(C)C)[N:7]=[C:6]([C:19]3[N:20](COCC[Si](C)(C)C)[C:21]4[C:26]([CH:27]=3)=[CH:25][CH:24]=[C:23]([N:28]([CH3:32])[C:29](=[O:31])[CH3:30])[CH:22]=4)[C:5]=2[CH2:4][CH2:3]1.[F-].C([N+](CCCC)(CCCC)CCCC)CCC>CN(C)C=O>[CH3:1][C:2]1([CH3:41])[CH2:10][C:9]2[NH:8][N:7]=[C:6]([C:19]3[NH:20][C:21]4[C:26]([CH:27]=3)=[CH:25][CH:24]=[C:23]([N:28]([CH3:32])[C:29](=[O:31])[CH3:30])[CH:22]=4)[C:5]=2[CH2:4][CH2:3]1 |f:1.2|. Procedure details: Under an argon atmosphere, to a solution of N-(2-{6,6-dimethyl-1-[2-(trimethylsilyl)ethoxymethyl]-4,5,6,7-tetrahydro-1H-indazol-3-yl}-1-[2-(trimethylsilyl)ethoxymethyl]-1H-indol-6-yl)-N-methylamine (100 mg, 0.18 mmol) and triethylamine (75 μl, 0.54 mmol) in chloroform (1.5 ml) was added acetyl chloride (19 μl, 0.27 mmol) at room temperature, and the mixture was stirred for 2 hr. Water was added to the reaction mixture, and the mixture was extracted three times with ethyl acetate. The combined or... The reactants are ice, OCC1=CC=C(C=C1)N1C2=C(C=CC1=O)C(=C(S2)C(=O)OCC)C2=CC=CC=C2 (Ethyl 7-[4-(hydroxymethyl)phenyl]-6-oxo-3-phenyl-6,7-dihydrothieno[2,3-b]pyridine-2-carboxylate), [H-].[Na+] (NaH), S(=O)(Cl)Cl (Thionyl chloride), C(=O)(O)[O-].[Na+] (NaHCO3). Run in CN(C)C=O (DMF), C1CCOC1 (THF). Run at time 1 hour. The product is ClCC1=CC=C(C=C1)N1C2=C(C=CC1=O)C(=C(S2)C(=O)OCC)C2=CC=CC=C2 (ethyl 7-(4-chloromethylphenyl)-6-oxo-3-phenyl-6,7-dihydrothieno[2,3-b]pyridine-2-carboxylate). RXN SMILES: O[CH2:2][C:3]1[CH:8]=[CH:7][C:6]([N:9]2[C:14](=[O:15])[CH:13]=[CH:12][C:11]3[C:16]([C:24]4[CH:29]=[CH:28][CH:27]=[CH:26][CH:25]=4)=[C:17]([C:19]([O:21][CH2:22][CH3:23])=[O:20])[S:18][C:10]2=3)=[CH:5][CH:4]=1.[H-].[Na+].S(Cl)([Cl:34])=O.C([O-])(O)=O.[Na+]>C1COCC1.CN(C=O)C>[Cl:34][CH2:2][C:3]1[CH:8]=[CH:7][C:6]([N:9]2[C:14](=[O:15])[CH:13]=[CH:12][C:11]3[C:16]([C:24]4[CH:29]=[CH:28][CH:27]=[CH:26][CH:25]=4)=[C:17]([C:19]([O:21][CH2:22][CH3:23])=[O:20])[S:18][C:10]2=3)=[CH:5][CH:4]=1 |f:1.2,4.5|. Procedure: To a suspension of the compound of Example 88 (130 mg, 0.32 mmol) in THF (2 mL) was added NaH (14 mg of 60% dispersion in oil, 0.35 mmol). DMF (0.5 mL) was added to aid solubility and the reaction was stirred for 1 h. Thionyl chloride (25 μL, 0.35 mmol) was added to the reaction mixture cooled in an ice-bath. The mixture was stirred in the ice-bath for 30 mins before quenching the reaction with water (20 mL) and basifying with NaHCO3(aq). The product was extracted into DCM (2×15 mL) and the comb... Starting materials: CC(=O)CCC(=O)O, C=CCC, O=CO. The product is CCCCOC(=O)CCC(C)=O. RXN SMILES: [C:1]([CH2:2][CH2:3][C:4](=[O:5])[CH3:6])(=[O:7])[OH:8].[CH2:12]=[CH:13][CH2:14][CH3:15].[CH:9]([OH:10])=[O:11]>>[C:1]([CH2:2][CH2:3][C:4](=[O:5])[CH3:6])(=[O:7])[O:8][CH2:12][CH2:13][CH2:14][CH3:15]. Starting materials: BrC1=C(C(=C(C(=C1O)Br)Br)Br)Br (pentabromophenol), N1=C(Cl)N=C(Cl)N=C1Cl (cyanuric chloride). Yields the product BrC1=C(C(=C(C(=C1OC1=NC(=NC(=N1)OC1=C(C(=C(C(=C1Br)Br)Br)Br)Br)OC1=C(C(=C(C(=C1Br)Br)Br)Br)Br)Br)Br)Br)Br (Tris-(pentabromophenoxy)-s-triazine). Reaction SMILES: [Br:1][C:2]1[C:7]([OH:8])=[C:6]([Br:9])[C:5]([Br:10])=[C:4]([Br:11])[C:3]=1[Br:12].[N:13]1[C:20](Cl)=[N:19][C:17](Cl)=[N:16][C:14]=1Cl>>[Br:1][C:2]1[C:7]([O:8][C:14]2[N:16]=[C:17]([O:8][C:7]3[C:2]([Br:1])=[C:3]([Br:12])[C:4]([Br:11])=[C:5]([Br:10])[C:6]=3[Br:9])[N:19]=[C:20]([O:8][C:7]3[C:6]([Br:9])=[C:5]([Br:10])[C:4]([Br:11])=[C:3]([Br:12])[C:2]=3[Br:1])[N:13]=2)=[C:6]([Br:9])[C:5]([Br:10])=[C:4]([Br:11])[C:3]=1[Br:12]. Procedure: Tris-(pentabromophenoxy)-s-triazine was prepared from pentabromophenol and cyanuric chloride using the process described in Example 1, above. The compound was found to have a melting point of 320°-325°C. Starting materials: C(C)(C)C1=C(C=CC=C1)O (2-isopropylphenol), C[O-].[Na+] (sodium methoxide), C(C)(C)Br (isopropyl bromide), [Na] (sodium). Solvent: CO (methanol), CO (methanol). The product is C(C)(C)C1=C(C=CC=C1)OC(C)C (isopropyl (2-isopropylphenyl) ether). RXN SMILES: [CH:1]([C:4]1[CH:9]=[CH:8][CH:7]=[CH:6][C:5]=1[OH:10])([CH3:3])[CH3:2].C[O-].[Na+].[Na].[CH:15](Br)([CH3:17])[CH3:16]>CO>[CH:1]([C:4]1[CH:9]=[CH:8][CH:7]=[CH:6][C:5]=1[O:10][CH:15]([CH3:17])[CH3:16])([CH3:3])[CH3:2] |f:1.2,^1:13|. Reported procedure: A solution of 2-isopropylphenol (75 g, 0.54 mol) in 60 ml methanol was added, under nitrogen, to a solution of sodium methoxide, prepared by reacting 13.1 g (0.57 mol) sodium with 150 ml dry methanol. To this stirred solution was added isopropyl bromide (82.2 g, 0.66 mol) dropwise over several hours, after which the reaction mixture was heated at reflux overnight. The cooled mixture was filtered to remove solids and methanol was removed on a rotary evaporator. The residue, containing both liquid... Starting materials: ClC1=CN=CC(=N1)NC(C)C1=CC=C(C=C1)F (6-chloro-N-[1-(4-fluorophenyl)ethyl]pyrazin-2-amine), OCC1=CC2=C(N=CN2)C=C1 (5-hydroxymethyl benzimidazole). Yields the product FC1=CC=C(C=C1)C(C)NC1=CN=CC(=N1)N1C=NC2=C1C=C(C=C2)CO ([1-(6-{[1-(4-fluorophenyl)ethyl]amino}pyrazin-2-yl)-1H-benzimidazol-6-yl]methanol). Isolated yield 8.1%. Reaction SMILES: Cl[C:2]1[N:7]=[C:6]([NH:8][CH:9]([C:11]2[CH:16]=[CH:15][C:14]([F:17])=[CH:13][CH:12]=2)[CH3:10])[CH:5]=[N:4][CH:3]=1.[OH:18][CH2:19][C:20]1[CH:28]=[CH:27][C:23]2[N:24]=[CH:25][NH:26][C:22]=2[CH:21]=1>>[F:17][C:14]1[CH:15]=[CH:16][C:11]([CH:9]([NH:8][C:6]2[N:7]=[C:2]([N:26]3[C:22]4[CH:21]=[C:20]([CH2:19][OH:18])[CH:28]=[CH:27][C:23]=4[N:24]=[CH:25]3)[CH:3]=[N:4][CH:5]=2)[CH3:10])=[CH:12][CH:13]=1. Procedure: In a procedure analogous to Example 3, reaction of 6-chloro-N-[1-(4-fluorophenyl)ethyl]pyrazin-2-amine (1.80 g, 7.15 mmol) and 5-hydroxymethyl benzimidazole (1.26 g, 8.5 mmol) furnished the two products which were separated by column chromatography using dichloromethane-methanol (98:2-92:8) as eluant. From the less polar fractions was obtained [1-(6-{[1-(4-fluorophenyl)ethyl]amino}pyrazin-2-yl)-1H-benzimidazol-6-yl]methanol as a pale yellow solid (210 mg). The reactants are BrC=1C=C(C=NC1Cl)C(=O)O (5-bromo-6-chloro-3-pyridinecarboxylic acid), Cl.NCC1(CCCC1)O (1-aminomethyl-cyclopentanol hydrochloride), OCC1CC1 (hydroxymethyl-cyclopropan), FC1=CC=C(C=C1)B(O)O (4-fluorophenylboronic acid). Product: C1(CC1)COC1=NC=C(C(=O)NCC2(CCCC2)O)C=C1C1=CC=C(C=C1)F (6-cyclopropylmethoxy-5-(4-fluoro-phenyl)-N-(1-hydroxy-cyclopentylmethyl)-nicotinamide). As a reaction SMILES: Br[C:2]1[CH:3]=[C:4]([C:9]([OH:11])=O)[CH:5]=[N:6][C:7]=1Cl.[OH:12][CH2:13][CH:14]1[CH2:16][CH2:15]1.[F:17][C:18]1[CH:23]=[CH:22][C:21](B(O)O)=[CH:20][CH:19]=1.Cl.[NH2:28][CH2:29][C:30]1([OH:35])[CH2:34][CH2:33][CH2:32][CH2:31]1>>[CH:14]1([CH2:13][O:12][C:7]2[C:2]([C:21]3[CH:22]=[CH:23][C:18]([F:17])=[CH:19][CH:20]=3)=[CH:3][C:4]([C:9]([NH:28][CH2:29][C:30]3([OH:35])[CH2:34][CH2:33][CH2:32][CH2:31]3)=[O:11])=[CH:5][N:6]=2)[CH2:16][CH2:15]1 |f:3.4|. Procedure details: The title compound was synthesized in analogy to Example 75, using 5-bromo-6-chloro-3-pyridinecarboxylic acid, hydroxymethyl-cyclopropan, 4-fluorophenylboronic acid and 1-aminomethyl-cyclopentanol hydrochloride (CAS [76066-27-8]) as starting materials to yield 6-cyclopropylmethoxy-5-(4-fluoro-phenyl)-N-(1-hydroxy-cyclopentylmethyl)-nicotinamide. MS (ISP) 385.3 (M+H)+.